Dataset: the Open Reaction Database (ORD), a public repository of structured organic reaction records. Task: describe an organic reaction: reactants, conditions, products, and yield Starting materials: CO, COc1cc2nccc(Oc3ccc(NC(=O)Nc4cc(C)on4)c(Cl)c3)c2cc1OC, O, O=[N+]([O-])O. Yields the product COc1cc2nccc(Oc3ccc(NC(=O)Nc4cc(C)on4)c(Cl)c3)c2cc1OC, O=[N+]([O-])O. RXN SMILES: [CH3:38][OH:39].[Cl:1][c:2]1[c:3]([NH:23][C:24](=[O:25])[NH:26][c:27]2[n:28][o:29][c:30]([CH3:32])[cH:31]2)[cH:4][cH:5][c:6]([O:8][c:9]2[cH:10][cH:11][n:12][c:13]3[cH:14][c:15]([O:21][CH3:22])[c:16]([O:19][CH3:20])[cH:17][c:18]23)[cH:7]1.[OH2:37].[OH:33][N+:34]([O-:35])=[O:36]>>[Cl:1][c:2]1[c:3]([NH:23][C:24](=[O:25])[NH:26][c:27]2[n:28][o:29][c:30]([CH3:32])[cH:31]2)[cH:4][cH:5][c:6]([O:8][c:9]2[cH:10][cH:11][n:12][c:13]3[cH:14][c:15]([O:21][CH3:22])[c:16]([O:19][CH3:20])[cH:17][c:18]23)[cH:7]1.[O:33]=[N+:34]([OH:35])[O-:36]. The reactants are O=C1CCC(=O)N1Br, CC(CO)COC(C)(C)C, ClCCl, c1ccc(P(c2ccccc2)c2ccccc2)cc1. Product: CC(CBr)COC(C)(C)C. As a reaction SMILES: [Br:30][N:31]1[C:32](=[O:33])[CH2:34][CH2:35][C:36]1=[O:37].[C:1]([CH3:2])([CH3:3])([CH3:4])[O:5][CH2:6][CH:7]([CH2:8][OH:9])[CH3:10].[Cl:38][CH2:39][Cl:40].[c:11]1([P:12]([c:13]2[cH:14][cH:15][cH:16][cH:17][cH:18]2)[c:19]2[cH:20][cH:21][cH:22][cH:23][cH:24]2)[cH:25][cH:26][cH:27][cH:28][cH:29]1>>[C:1]([CH3:2])([CH3:3])([CH3:4])[O:5][CH2:6][CH:7]([CH2:8][Br:30])[CH3:10]. The reactants are ClC1=NC=CC(=C1)CO ((2-chloropyridin-4-yl)methanol), P(Br)(Br)Br (PBr3). Run in C(Cl)Cl (DCM). Conditions: temperature 0 celsius, time 3 hour. Product: BrCC1=CC(=NC=C1)Cl (4-(bromomethyl)-2-chloropyridine). Isolated yield 46.4%. As a reaction SMILES: [Cl:1][C:2]1[CH:7]=[C:6]([CH2:8]O)[CH:5]=[CH:4][N:3]=1.P(Br)(Br)[Br:11]>C(Cl)Cl>[Br:11][CH2:8][C:6]1[CH:5]=[CH:4][N:3]=[C:2]([Cl:1])[CH:7]=1. Procedure: (2-chloropyridin-4-yl)methanol (1.1 g, 7.3 mmol) is dissolved in 20 mL DCM; flushed with argon and cooled to 0° C. PBr3 (0.76 mL; 8.1 mmol) is added drop wise via a syringe (solution turned cloudy) and reaction mixture is stirred at RT for 3 h. Cooled to 0° C. and quenched with 5 mL water. The reaction mixture is adjusted to pH 7 by the addition of 2M K2CO3. The aqueous and organic layer are separated and the aqueous layer is extracted 3× with EtOAc. The organic layers are combined, dried over a...